Dataset: the Open Reaction Database (ORD), a public repository of structured organic reaction records. Task: describe an organic reaction: reactants, conditions, products, and yield The reactants are CCCCCC.CC(=O)C (hexane acetone), O (water), [Na+].[Cl-] (NaCl), CCC1=C(C2=CC3=C(C(=C(N3)C=C4N=C(C5=C6NC(=CC1=N2)C(=C6C(=O)C5C(=O)OC)C)C(C4C)CCC(=O)OC)C)C=C)C (methyl pheophorbide-a). Solvent: CN(C)C=O (DMF), CC(=O)C.C(Cl)Cl (acetone methylene chloride). Run at time 40 minute. Product: CCC1=C(C2=CC3=C(C(=C(N3)C=C4N=C(C5=C6NC(=CC1=N2)C(=C6C(=O)C5)C)[C@H]([C@@H]4C)CCC(=O)OC)C)C=C)C (methyl pyropheophorbide-a). Yield: 64.3%. Reaction SMILES: [CH3:1][CH2:2][C:3]1[C:21]2=[N:22][C:5](=[CH:6][C:7]3[NH:11][C:10]([CH:12]=[C:13]4[CH:34]([CH3:35])[CH:33]([CH2:36][CH2:37][C:38]([O:40][CH3:41])=[O:39])[C:15]([C:16]5[CH:27](C(OC)=O)[C:25](=[O:26])[C:24]6[C:17]=5[NH:18][C:19]([C:23]=6[CH3:32])=[CH:20]2)=[N:14]4)=[C:9]([CH3:42])[C:8]=3[CH:43]=[CH2:44])[C:4]=1[CH3:45].O.[Na+].[Cl-].CCCCCC.CC(C)=O>CN(C=O)C.CC(C)=O.C(Cl)Cl>[CH3:1][CH2:2][C:3]1[C:21]2=[N:22][C:5](=[CH:6][C:7]3[NH:11][C:10]([CH:12]=[C:13]4[C@@H:34]([CH3:35])[C@H:33]([CH2:36][CH2:37][C:38]([O:40][CH3:41])=[O:39])[C:15]([C:16]5[CH2:27][C:25](=[O:26])[C:24]6[C:17]=5[NH:18][C:19]([C:23]=6[CH3:32])=[CH:20]2)=[N:14]4)=[C:9]([CH3:42])[C:8]=3[CH:43]=[CH2:44])[C:4]=1[CH3:45] |f:2.3,4.5,7.8|. Reported procedure: To a solution of methyl pheophorbide-a (100 mg, 0.17 mmol) in DMF (15 mL) was added distilled water (18 L, 1.0 mmol, 6 equiv.) and NaCl (10 mg, 0.18 mmol, 1 equiv.). The mixture was refluxed under argon with stirring. The reaction was monitored by HPLC (hexane-acetone, 90:10-mobile phase, LiChrospherCN-column, detection at 425 and 410 nm). After 40 min the reaction was shown to have reached 99.6% completion by HPLC peak area and a faint baseline spot on TLC (5% acetone/methylene chloride). The s... Starting materials: N1CCC=2C1=NC(=CC2)CCCCC(C=CC=2C=NC(=NC2)C)O (7-(2,3-Dihydro-1H-pyrrolo[2,3-b]pyridin-6-yl)-1-(2-methyl-pyrimidin-5-yl)-hept-1-en-3-ol), C(CC)(=O)O (propionic acid), C(OCC)(OCC)(OCC)C ((EtO)3CMe). Product: C(C)OC(CC(C=CCCCCC1=CC=C2C(=N1)N(CC2)C(C)=O)C=2C=NC(=NC2)C)=O (9-(1-Acetyl-2,3-dihydro-1H-pyrrolo[2,3-b]pyridin-6-yl)-3-(2-methyl-pyrimidin-5-yl)-non-4-enoic acid ethyl ester). Isolated yield 37.0%. Reaction SMILES: [NH:1]1[C:5]2=[N:6][C:7]([CH2:10][CH2:11][CH2:12][CH2:13][CH:14](O)[CH:15]=[CH:16][C:17]3[CH:18]=[N:19][C:20]([CH3:23])=[N:21][CH:22]=3)=[CH:8][CH:9]=[C:4]2[CH2:3][CH2:2]1.[C:25](O)(=[O:28])[CH2:26]C.[C:30]([CH3:40])(OCC)([O:34]CC)[O:31][CH2:32][CH3:33]>>[CH2:32]([O:31][C:30](=[O:34])[CH2:40][CH:16]([C:17]1[CH:18]=[N:19][C:20]([CH3:23])=[N:21][CH:22]=1)[CH:15]=[CH:14][CH2:13][CH2:12][CH2:11][CH2:10][C:7]1[N:6]=[C:5]2[N:1]([C:25](=[O:28])[CH3:26])[CH2:2][CH2:3][C:4]2=[CH:9][CH:8]=1)[CH3:33]. Reported procedure: A solution of the allylic alcohol 23-9 (0.402 g, 1.24 mmol) in (EtO)3CMe (20 mL) was treated with 1 uL propionic acid. The yellow solution was heated at reflux until complete by 1 cms. The solution was cooled to room temperature, concentrated, and purified by PCTLC (4 mm, 0–10% MeOH/CHCl3) which provided 0.198 g (37% yield) of 23-10. Reactants: NC=1SC(=CC1C(C1=CC=C(C=C1)OC)=O)CCCCCC (2-amino-3-(4-methoxybenzoyl)-5-hexylthiophene), ClCC(=O)Cl (chloroacetyl chloride). Run in C(Cl)(Cl)Cl (chloroform). Run at time 2 hour. Product: ClCC(=O)NC=1SC(=CC1C(C1=CC=C(C=C1)OC)=O)CCCCCC (2-chloroacetamido-3-(4-methoxybenzoyl)-5-hexylthiophene). Yield: 46.6%. RXN SMILES: [NH2:1][C:2]1[S:3][C:4]([CH2:17][CH2:18][CH2:19][CH2:20][CH2:21][CH3:22])=[CH:5][C:6]=1[C:7](=[O:16])[C:8]1[CH:13]=[CH:12][C:11]([O:14][CH3:15])=[CH:10][CH:9]=1.[Cl:23][CH2:24][C:25](Cl)=[O:26]>C(Cl)(Cl)Cl>[Cl:23][CH2:24][C:25]([NH:1][C:2]1[S:3][C:4]([CH2:17][CH2:18][CH2:19][CH2:20][CH2:21][CH3:22])=[CH:5][C:6]=1[C:7](=[O:16])[C:8]1[CH:13]=[CH:12][C:11]([O:14][CH3:15])=[CH:10][CH:9]=1)=[O:26]. Procedure: To a solution of 28 g of 2-amino-3-(4-methoxybenzoyl)-5-hexylthiophene in 150 ml of chloroform is added 10 g of chloroacetyl chloride and the mixture is refluxed under heating with stirring for 2 hours. After cooling, the mixture is washed with 5% aqueous sodium hydrogencarbonate solution and sodium chloride solution, and dried over anhydrous magnesium sulfate. After separating by filtration, the filtrate is concentrated under reduced pressure and the residue is crystallized from ethanol to give...